This data is from the Open Reaction Database (ORD), a public repository of structured organic reaction records. The task is: describe an organic reaction: reactants, conditions, products, and yield The reactants are BrC(C(=O)OCC)C1=CC(=C(C(=C1)C(C)(C)C)O)C(C)(C)C (Ethyl 2-bromo-(3,5-di-t-butyl-4-hydroxyphenyl)-acetate), CN1CCNCC1 (N-methylpiperazine), pure product. Yields the product C(C)OC(C(N1CCN(CC1)C)C1=CC(=C(C(=C1)C(C)(C)C)O)C(C)(C)C)=O ((3,5-Di-tert-butyl-4-hydroxy-phenyl)-[(N'-methyl)-N-piperazinyl]-acetic acid ethyl ester). RXN SMILES: Br[CH:2]([C:8]1[CH:13]=[C:12]([C:14]([CH3:17])([CH3:16])[CH3:15])[C:11]([OH:18])=[C:10]([C:19]([CH3:22])([CH3:21])[CH3:20])[CH:9]=1)[C:3]([O:5][CH2:6][CH3:7])=[O:4].[CH3:23][N:24]1[CH2:29][CH2:28][NH:27][CH2:26][CH2:25]1>>[CH2:6]([O:5][C:3](=[O:4])[CH:2]([C:8]1[CH:13]=[C:12]([C:14]([CH3:17])([CH3:16])[CH3:15])[C:11]([OH:18])=[C:10]([C:19]([CH3:22])([CH3:21])[CH3:20])[CH:9]=1)[N:27]1[CH2:28][CH2:29][N:24]([CH3:23])[CH2:25][CH2:26]1)[CH3:7]. Procedure: The compound was synthesized as in Example 17 from Intermediate 11 (2.3 g, 6.2 mmol) and N-methylpiperazine (1.60 g, 16 mmol). This gave 1.1 g (46%) of pure product.